This data is from the Open Reaction Database (ORD), a public repository of structured organic reaction records. The task is: describe an organic reaction: reactants, conditions, products, and yield Reactants: FC1=C(C=CC(=C1)I)N1C(N(C2=CC=3C(=NC=NC3C(=C21)F)C)S(=O)(=O)C2(CC2)CCO[Si](C)(C)C(C)(C)C)=O (3-(2-fluoro-4-iodophenyl)-1-(1-(2-(tert-butyldimethylsilyloxy)ethyl)cyclopropylsulfonyl)-4-fluoro-8-methyl-1H-imidazo[4,5-g]quinazolin-2(3H)-one), C[Si]([O-])(C)C.[K+] (potassium trimethylsilanolate). The solvent is C1CCOC1 (THF). Run at time 24 hour. Yields the product FC1=C(C=CC(=C1)I)NC1=C(C=C2C(=NC=NC2=C1F)C)NS(=O)(=O)C1(CC1)CCO[Si](C)(C)C(C)(C)C (N-(7-(2-Fluoro-4-iodophenylamino)-8-fluoro-4-methylquinazolin-6-yl)-1-(2-(tert-butyldimethylsilyloxy)ethyl)cyclopropane-1-sulfonamide). Reaction SMILES: [F:1][C:2]1[CH:7]=[C:6]([I:8])[CH:5]=[CH:4][C:3]=1[N:9]1[C:21]2[C:12](=[CH:13][C:14]3[C:15]([CH3:23])=[N:16][CH:17]=[N:18][C:19]=3[C:20]=2[F:22])[N:11]([S:24]([C:27]2([CH2:30][CH2:31][O:32][Si:33]([C:36]([CH3:39])([CH3:38])[CH3:37])([CH3:35])[CH3:34])[CH2:29][CH2:28]2)(=[O:26])=[O:25])C1=O.C[Si](C)(C)[O-].[K+]>C1COCC1>[F:1][C:2]1[CH:7]=[C:6]([I:8])[CH:5]=[CH:4][C:3]=1[NH:9][C:21]1[C:20]([F:22])=[C:19]2[C:14]([C:15]([CH3:23])=[N:16][CH:17]=[N:18]2)=[CH:13][C:12]=1[NH:11][S:24]([C:27]1([CH2:30][CH2:31][O:32][Si:33]([C:36]([CH3:39])([CH3:38])[CH3:37])([CH3:34])[CH3:35])[CH2:28][CH2:29]1)(=[O:25])=[O:26] |f:1.2|. Procedure: To a solution of 3-(2-fluoro-4-iodophenyl)-1-(1-(2-(tert-butyldimethylsilyloxy)ethyl)cyclopropylsulfonyl)-4-fluoro-8-methyl-1H-imidazo[4,5-g]quinazolin-2(3H)-one (66 mg, 0.1 mmol) in THF (5 ml) is added potassium trimethylsilanolate (65 mg, 0.5 mmol). The resulting solution is stirred at room temperature for 24 h. The reaction is quenched with saturated aqueous NH4Cl solution (10 ml) and extracted with EtOAc (2×10 ml). The combined organic solution is washed with brine (10 ml), dried over MgSO4 ... Reactants: NC1=CC2=C(CCN(CC2)C(=O)C2OCCOC2)C=C1 ((7-Amino-1,2,4,5-tetrahydro-3-benzazepin-3-yl)-1,4-dioxinan-2-yl-methanone), O1C(COCC1)C=O (1,4-dioxinan-2-yl-methanone), ClC1=NC=C(C(=N1)NC1=C(C=CC=C1)S(=O)(=O)N(C)C)Cl (2-(2,5-Dichloro-pyrimidin-4-ylamino)-N,N-dimethyl-benzenesulfonamide). Product: ClC=1C(=NC(=NC1)NC1=CC2=C(CCN(CC2)C(=O)C2OCCOC2)C=C1)NC1=C(C=CC=C1)S(=O)(=O)N(C)C (2-{5-Chloro-2-[3-([1,4]dioxane-2-carbonyl)-2,3,4,5-tetrahydro-1H-benzo[d]azepin-7-ylamino]-pyrimidin-4-ylamino}-N,N-dimethyl-benzenesulfonamide). Reaction SMILES: [NH2:1][C:2]1[CH:20]=[CH:19][C:5]2[CH2:6][CH2:7][N:8]([C:11]([CH:13]3[CH2:18][O:17][CH2:16][CH2:15][O:14]3)=[O:12])[CH2:9][CH2:10][C:4]=2[CH:3]=1.O1CCOCC1C=O.Cl[C:30]1[N:35]=[C:34]([NH:36][C:37]2[CH:42]=[CH:41][CH:40]=[CH:39][C:38]=2[S:43]([N:46]([CH3:48])[CH3:47])(=[O:45])=[O:44])[C:33]([Cl:49])=[CH:32][N:31]=1>>[Cl:49][C:33]1[C:34]([NH:36][C:37]2[CH:42]=[CH:41][CH:40]=[CH:39][C:38]=2[S:43]([N:46]([CH3:48])[CH3:47])(=[O:45])=[O:44])=[N:35][C:30]([NH:1][C:2]2[CH:20]=[CH:19][C:5]3[CH2:6][CH2:7][N:8]([C:11]([CH:13]4[CH2:18][O:17][CH2:16][CH2:15][O:14]4)=[O:12])[CH2:9][CH2:10][C:4]=3[CH:3]=2)=[N:31][CH:32]=1. Procedure: (7-Amino-1,2,4,5-tetrahydro-3-benzazepin-3-yl)-1,4-dioxinan-2-yl-methanone, prepared in a similar manner as 7-Amino-8-methoxy-1,2,4,5-tetrahydro-3-benzazepin-3-yl)-1,4-dioxinan-2-yl-methanone of Example 633b, was reacted with 2-(2,5-Dichloro-pyrimidin-4-ylamino)-N,N-dimethyl-benzenesulfonamide, in a similar manner as Example 601b, to yield desired product 2-{5-Chloro-2-[3-([1,4]dioxane-2-carbonyl)-2,3,4,5-tetrahydro-1H-benzo[d]azepin-7-ylamino]-pyrimidin-4-ylamino}-N,N-dimethyl-benzenesulfonamid... The reactants are Fc1c(CBr)ccc(Cl)c1Oc1cccc2ccccc12, CO, ClCCl, N. Product: NCc1ccc(Cl)c(Oc2cccc3ccccc23)c1F. RXN SMILES: [Br:1][CH2:2][c:3]1[c:4]([F:21])[c:5]([O:10][c:11]2[cH:12][cH:13][cH:14][c:15]3[cH:16][cH:17][cH:18][cH:19][c:20]23)[c:6]([Cl:9])[cH:7][cH:8]1.[CH3:23][OH:24].[Cl:25][CH2:26][Cl:27].[NH3:22]>>[CH2:2]([c:3]1[c:4]([F:21])[c:5]([O:10][c:11]2[cH:12][cH:13][cH:14][c:15]3[cH:16][cH:17][cH:18][cH:19][c:20]23)[c:6]([Cl:9])[cH:7][cH:8]1)[NH2:22]. Reactants: COC(=O)c1ccccc1COc1ccc(CCCOc2ccc(OCc3ccccc3)cc2)cc1, C1CCOC1, Cl, [Li+], [OH-], O. Yields the product O=C(O)c1ccccc1COc1ccc(CCCOc2ccc(OCc3ccccc3)cc2)cc1. Reaction SMILES: [CH2:1]([c:2]1[cH:3][cH:4][cH:5][cH:6][cH:7]1)[O:8][c:9]1[cH:10][cH:11][c:12]([O:13][CH2:14][CH2:15][CH2:16][c:17]2[cH:18][cH:19][c:20]([O:21][CH2:22][c:23]3[c:24]([C:25](=[O:26])[O:27][CH3:28])[cH:29][cH:30][cH:31][cH:32]3)[cH:33][cH:34]2)[cH:35][cH:36]1.[CH2:40]1[O:41][CH2:42][CH2:43][CH2:44]1.[ClH:39].[Li+:37].[OH-:38].[OH2:45]>>[CH2:1]([c:2]1[cH:3][cH:4][cH:5][cH:6][cH:7]1)[O:8][c:9]1[cH:10][cH:11][c:12]([O:13][CH2:14][CH2:15][CH2:16][c:17]2[cH:18][cH:19][c:20]([O:21][CH2:22][c:23]3[c:24]([C:25](=[O:26])[OH:27])[cH:29][cH:30][cH:31][cH:32]3)[cH:33][cH:34]2)[cH:35][cH:36]1. Starting materials: FC(C(=O)O)(F)F (trifluoroacetic acid), FC(S(=O)(=O)O)(F)F (trifluoromethanesulfonic acid), COC1=CC=C(CS[C@H]2C[C@H](N(C2)C)C(=O)N2CC(C2)NC(CC(=O)OCC2=CC=C(C=C2)[N+](=O)[O-])=N)C=C1 ((2S, 4S)-4-(4-methoxybenzylthio)-1-methyl-2-[3-(N-4-nitrobenzyloxycarbonylacetimidoylamino)azetidin-1-ylcarbonyl]pyrrolidine). The solvent is C1(=CC=CC=C1)OC (anisole). Run at time 1 hour. Product: S[C@H]1C[C@H](N(C1)C)C(=O)N1CC(C1)NC(CC(=O)OCC1=CC=C(C=C1)[N+](=O)[O-])=N ((2S, 4S)-4-Mercapto-1-methyl-2-[3-(N-4-nitrobenzyloxycarbonylacetimidoylamino)azetidin-1-ylcarbonyl]pyrrolidine). The yield is 93.7%. As a reaction SMILES: COC1C=CC(C[S:8][C@@H:9]2[CH2:13][N:12]([CH3:14])[C@H:11]([C:15]([N:17]3[CH2:20][CH:19]([NH:21][C:22](=[NH:37])[CH2:23][C:24]([O:26][CH2:27][C:28]4[CH:33]=[CH:32][C:31]([N+:34]([O-:36])=[O:35])=[CH:30][CH:29]=4)=[O:25])[CH2:18]3)=[O:16])[CH2:10]2)=CC=1.FC(F)(F)C(O)=O.FC(F)(F)S(O)(=O)=O>C1(OC)C=CC=CC=1>[SH:8][C@@H:9]1[CH2:13][N:12]([CH3:14])[C@H:11]([C:15]([N:17]2[CH2:20][CH:19]([NH:21][C:22](=[NH:37])[CH2:23][C:24]([O:26][CH2:27][C:28]3[CH:29]=[CH:30][C:31]([N+:34]([O-:36])=[O:35])=[CH:32][CH:33]=3)=[O:25])[CH2:18]2)=[O:16])[CH2:10]1. Procedure details: 610 mg of (2S, 4S)-4-(4-methoxybenzylthio)-1-methyl-2-[3-(N-4-nitrobenzyloxycarbonylacetimidoylamino)azetidin-1-ylcarbonyl]pyrrolidine [prepared as described in step (a) above] were dissolved in 1.19 ml of anisole, and 4.23 ml of trifluoroacetic acid and 193 μl of trifluoromethanesulfonic acid were added to the resulting solution, whilst ice-cooling. The mixture was then stirred for 1 hour under the same conditions and then at room temperature for a further 1 hour. At the end of this time, the s...